Dataset: the Open Reaction Database (ORD), a public repository of structured organic reaction records. Task: describe an organic reaction: reactants, conditions, products, and yield Reactants: CC(=O)n1nc(OC2OC(COC(=O)C(C)(C)C)C(OC(=O)C(C)(C)C)C(OC(=O)C(C)(C)C)C2OC(=O)C(C)(C)C)c(Cc2ccc(OC(C)C)cc2)c1C, O=C([O-])O, CC(=O)O, CO, [K+], O. Product: Cc1[nH]nc(OC2OC(COC(=O)C(C)(C)C)C(OC(=O)C(C)(C)C)C(OC(=O)C(C)(C)C)C2OC(=O)C(C)(C)C)c1Cc1ccc(OC(C)C)cc1. RXN SMILES: [C:1](=[O:2])([CH3:3])[n:4]1[n:5][c:6]([O:21][CH:22]2[CH:23]([O:24][C:25]([C:26]([CH3:27])([CH3:28])[CH3:29])=[O:30])[CH:31]([O:32][C:33]([C:34]([CH3:35])([CH3:36])[CH3:37])=[O:38])[CH:39]([O:40][C:41]([C:42]([CH3:43])([CH3:44])[CH3:45])=[O:46])[CH:47]([CH2:49][O:50][C:51]([C:52]([CH3:53])([CH3:54])[CH3:55])=[O:56])[O:48]2)[c:7]([CH2:10][c:11]2[cH:12][cH:13][c:14]([O:17][CH:18]([CH3:19])[CH3:20])[cH:15][cH:16]2)[c:8]1[CH3:9].[C:57](=[O:58])([OH:59])[O-:60].[CH3:62][C:63](=[O:64])[OH:65].[CH3:66][OH:67].[K+:61].[OH2:68]>>[nH:4]1[n:5][c:6]([O:21][CH:22]2[CH:23]([O:24][C:25]([C:26]([CH3:27])([CH3:28])[CH3:29])=[O:30])[CH:31]([O:32][C:33]([C:34]([CH3:35])([CH3:36])[CH3:37])=[O:38])[CH:39]([O:40][C:41]([C:42]([CH3:43])([CH3:44])[CH3:45])=[O:46])[CH:47]([CH2:49][O:50][C:51]([C:52]([CH3:53])([CH3:54])[CH3:55])=[O:56])[O:48]2)[c:7]([CH2:10][c:11]2[cH:12][cH:13][c:14]([O:17][CH:18]([CH3:19])[CH3:20])[cH:15][cH:16]2)[c:8]1[CH3:9].